This data is from the Open Reaction Database (ORD), a public repository of structured organic reaction records. The task is: describe an organic reaction: reactants, conditions, products, and yield Starting materials: CCCC(C(=O)OC)c1c(C)nc2cc(C(C)(C)C)nn2c1-c1ccc(Cl)cc1, CO, [Li+], [Na+], [OH-], [OH-]. Yields the product CCCC(C(=O)O)c1c(C)nc2cc(C(C)(C)C)nn2c1-c1ccc(Cl)cc1. Reaction SMILES: [C:1]([CH3:2])([CH3:3])([CH3:4])[c:5]1[n:6][n:7]2[c:8]([n:9][c:10]([CH3:28])[c:11]([CH:20]([C:21](=[O:22])[O:23][CH3:24])[CH2:25][CH2:26][CH3:27])[c:12]2-[c:13]2[cH:14][cH:15][c:16]([Cl:19])[cH:17][cH:18]2)[cH:29]1.[CH3:34][OH:35].[Li+:30].[Na+:33].[OH-:31].[OH-:32]>>[C:1]([CH3:2])([CH3:3])([CH3:4])[c:5]1[n:6][n:7]2[c:8]([n:9][c:10]([CH3:28])[c:11]([CH:20]([C:21](=[O:22])[OH:23])[CH2:25][CH2:26][CH3:27])[c:12]2-[c:13]2[cH:14][cH:15][c:16]([Cl:19])[cH:17][cH:18]2)[cH:29]1.